This data is from the Open Reaction Database (ORD), a public repository of structured organic reaction records. The task is: describe an organic reaction: reactants, conditions, products, and yield Reactants: C(C)(C)(C)OC(=O)N1C=2C(N=C(NC2NCC1C(C(C)OC(CCC(C(NC(C)C(=O)OC(C)(C)C)=O)NC(=O)OC(C)(C)C)=O)O)N)=O (2-Amino-6-{2-[4-tert-butoxycarbonylamino-4-(1-tert-butoxycarbonyl-ethylcarbamoyl)-butyryloxy]-1-hydroxy-propyl}-4-oxo-4,6,7,8-tetrahydro-1H-pteridine-5-carboxylic acid tert-butyl ester), FC(C(=O)O)(F)F (trifluoroacetic acid), C(Cl)Cl (DCM). Reaction conditions: time 2 hour. The product is Cl.Cl.NC1=NC=2NCC(NC2C(N1)=O)C(C(C)OC(CCC(C(NC(C)C(=O)O)=O)N)=O)O (4-Amino-4-(1-carboxy-ethylcarbamoyl)-butyric acid 2-(2-amino-4-oxo-3,4,5,6,7,8-hexahydro-pteridin-6-yl)-2-hydroxy-1-methyl-ethyl ester dihydrochloride). The yield is 98.0%. RXN SMILES: C(OC([N:8]1[CH:17]([CH:18]([OH:47])[CH:19]([O:21][C:22](=[O:46])[CH2:23][CH2:24][CH:25]([NH:38]C(OC(C)(C)C)=O)[C:26](=[O:37])[NH:27][CH:28]([C:30]([O:32]C(C)(C)C)=[O:31])[CH3:29])[CH3:20])[CH2:16][NH:15][C:14]2[NH:13][C:12]([NH2:48])=[N:11][C:10](=[O:49])[C:9]1=2)=O)(C)(C)C.FC(F)(F)C(O)=O.C(Cl)[Cl:58]>>[ClH:58].[ClH:58].[NH2:48][C:12]1[NH:11][C:10](=[O:49])[C:9]2[NH:8][CH:17]([CH:18]([OH:47])[CH:19]([O:21][C:22](=[O:46])[CH2:23][CH2:24][CH:25]([NH2:38])[C:26](=[O:37])[NH:27][CH:28]([C:30]([OH:32])=[O:31])[CH3:29])[CH3:20])[CH2:16][NH:15][C:14]=2[N:13]=1 |f:3.4.5|. Reported procedure: The product of step b) (0.048 g, 0.07 mmol) was treated with trifluoroacetic acid (1 ml, 27 mmol) in 1 ml of DCM. The mixture was stirred at room temperature under an atmosphere of nitrogen for 2 h. The product was precipitated by the addition of 20 ml of diethyl ether. The product was filtered and dried in a nitrogen purged vacuum oven to give the title compound as a white solid (0.051 g, 98%). 1H NMR (CD3OD) δ 4.45-4.39 (m, 2H), 4.23-4.20 (m, 2H), 3.94 (t, J=6.3 Hz, 1H), 2.60-2.55 (m, 2H), 2.4...